This data is from the Open Reaction Database (ORD), a public repository of structured organic reaction records. The task is: describe an organic reaction: reactants, conditions, products, and yield Starting materials: [N+](=O)([O-])C1=CC=C(C=C1)OC1=C(C(=CC=C1)C)C (2,3-dimethylphenyl 4-nitrophenyl ether), [N+](=O)([O-])C1=CC=C(C=C1)OC1=C(C(=CC=C1)C)C (2,3-dimethylphenyl 4-nitrophenyl ether), O.NN (Hydrazine hydrate). Reagents/catalysts: [Pd] (Pd/C). Run in C(C)O (ethanol). Run at temperature 90 celsius, time 1 hour. Yields the product CC1=C(C=CC=C1C)OC1=CC=C(N)C=C1 (4-[(2,3-dimethylphenyl)oxy]aniline). Yield: 105.0%. As a reaction SMILES: [N+:1]([C:4]1[CH:9]=[CH:8][C:7]([O:10][C:11]2[CH:16]=[CH:15][CH:14]=[C:13]([CH3:17])[C:12]=2[CH3:18])=[CH:6][CH:5]=1)([O-])=O.O.NN>C(O)C.[Pd]>[CH3:18][C:12]1[C:13]([CH3:17])=[CH:14][CH:15]=[CH:16][C:11]=1[O:10][C:7]1[CH:6]=[CH:5][C:4]([NH2:1])=[CH:9][CH:8]=1 |f:1.2|. Reported procedure: 2,3-dimethylphenyl 4-nitrophenyl ether (Intermediate 73, 865 mg) was dissolved in ethanol (10 mL) to give a pale yellow solution. Hydrazine hydrate 50% (0.698 mL, 7.1 mmol) and Pd/C (37.8 mg, 0.36 mmol) were added. The reaction mixture was stirred at 90° C. for 1 hour. The reaction mixture was filtered and the organic phase was evaporated under vacuum to afford the title compound as a pale yellow oil (796 mg).